The task is: describe an organic reaction: reactants, conditions, products, and yield. This data is from the Open Reaction Database (ORD), a public repository of structured organic reaction records. Run in ClCCl (dichloromethane). Reaction conditions: temperature 90 celsius, time 18 hour. Reagents/catalysts: CC(=O)[O-].CC(=O)[O-].[Pd+2] (Pd(OAc)2). Product: C(C)(C)(C)OC(=O)N1CCC(CC1)C1CCN(CC1)C1=CC=C(C=C1)C(=O)OC (tert-Butyl-1′-[4-(methoxycarbonyl)phenyl]-4,4′-bipiperidine-1-carboxylate). Procedure details: A 100 mL reaction flask was charged with tert-butyl 4,4′-bipiperidine-1-carboxylate (1.14 g; 4.25 mmol), methyl 4-bromobenzoate (913 mg; 4.25 mmol), cesium carbonate (4.15 g; 12.74 mmol), Pd(OAc)2 (48 mg; 0.212 mmol) and 2-(diphenylphosphino)-2′-(N-N-dimethylamino)biphenyl (162 mg; 0.425 mmol). NMP (outgassed by bubbling with nitrogen for 10 min; 10 mL) was added and the mixture stirred at 90° C. for 18 hr. The mixture was diluted with dichloromethane (100 mL) and filtered through Celite. The fi... Reaction SMILES: [N:1]1([C:13]([O:15][C:16]([CH3:19])([CH3:18])[CH3:17])=[O:14])[CH2:6][CH2:5][CH:4]([CH:7]2[CH2:12][CH2:11][NH:10][CH2:9][CH2:8]2)[CH2:3][CH2:2]1.Br[C:21]1[CH:30]=[CH:29][C:24]([C:25]([O:27][CH3:28])=[O:26])=[CH:23][CH:22]=1.C(=O)([O-])[O-].[Cs+].[Cs+].CN1C(=O)CCC1>ClCCl.CC([O-])=O.CC([O-])=O.[Pd+2]>[C:16]([O:15][C:13]([N:1]1[CH2:6][CH2:5][CH:4]([CH:7]2[CH2:12][CH2:11][N:10]([C:21]3[CH:30]=[CH:29][C:24]([C:25]([O:27][CH3:28])=[O:26])=[CH:23][CH:22]=3)[CH2:9][CH2:8]2)[CH2:3][CH2:2]1)=[O:14])([CH3:19])([CH3:18])[CH3:17] |f:2.3.4,7.8.9|. Starting materials: N1(CCC(CC1)C1CCNCC1)C(=O)OC(C)(C)C (tert-butyl 4,4′-bipiperidine-1-carboxylate), BrC1=CC=C(C(=O)OC)C=C1 (methyl 4-bromobenzoate), C([O-])([O-])=O.[Cs+].[Cs+] (cesium carbonate), 2-(diphenylphosphino)-2′-(N-N-dimethylamino)biphenyl, CN1CCCC1=O (NMP). Reactants: CC(C)C[Al](CC(C)C)CC(C)C, CC(C)O, Cc1ccccc1, CCCCCC, O=C(CCl)c1cccc(Cl)c1, Cl, O. Yields the product OC(CCl)c1cccc(Cl)c1. RXN SMILES: [CH2:1]([Al:2]([CH2:3][CH:4]([CH3:5])[CH3:6])[CH2:7][CH:8]([CH3:9])[CH3:10])[CH:11]([CH3:12])[CH3:13].[CH3:14][CH:15]([OH:16])[CH3:17].[CH3:30][c:31]1[cH:32][cH:33][cH:34][cH:35][cH:36]1.[CH3:38][CH2:39][CH2:40][CH2:41][CH2:42][CH3:43].[Cl:18][c:19]1[cH:20][c:21]([C:22]([CH2:23][Cl:24])=[O:25])[cH:26][cH:27][cH:28]1.[ClH:29].[OH2:37]>>[Cl:18][c:19]1[cH:20][c:21]([CH:22]([CH2:23][Cl:24])[OH:25])[cH:26][cH:27][cH:28]1. Starting materials: C(C)(=O)OCC1=CC=CC=2SC(=C(C21)Br)C2=CC=CC=C2 (4-Acetoxymethyl-3-bromo-2-phenylbenzo [b ]thiophene), [OH-].[Na+] (NaOH). Run in C(C)O (ethanol). The product is BrC=1C2=C(SC1C1=CC=CC=C1)C=CC=C2CO (3-Bromo-4-hydroxymethyl-2-phenylbenzo [b]thiophene). Yield: 101.9%. As a reaction SMILES: C([O:4][CH2:5][C:6]1[C:14]2[C:13]([Br:15])=[C:12]([C:16]3[CH:21]=[CH:20][CH:19]=[CH:18][CH:17]=3)[S:11][C:10]=2[CH:9]=[CH:8][CH:7]=1)(=O)C.[OH-].[Na+]>C(O)C>[Br:15][C:13]1[C:14]2[C:6]([CH2:5][OH:4])=[CH:7][CH:8]=[CH:9][C:10]=2[S:11][C:12]=1[C:16]1[CH:21]=[CH:20][CH:19]=[CH:18][CH:17]=1 |f:1.2|. Procedure details: Hydrolysis of the compound from Example XV (1 g) in 100 ml of ethanol with 20 ml of 1N NaOH at room temperature gives, after 2 hours, 0.9 g of the title compound. Starting materials: C(#N)C1=C(C=CC=C1)C1=CC=C(C=C1)CN1C(=NC2=C1C(=CC=C2)C(=O)OC)OCC (methyl 1-((2′-cyanobiphenyl-4-yl)methyl]-2-ethoxybenzimidazole-7-carboxylate), C[Sn](C)(C)N=[N+]=[N-] (trimethyltin azide). Solvent: C1(=CC=CC=C1)C (toluene). Conditions: time 30 minute. Product: C(C)OC1=NC2=C(N1CC1=CC=C(C=C1)C1=C(C=CC=C1)C1=NN=NN1)C(=CC=C2)C(=O)OC (Methyl 2-ethoxy-1-[[2′-(1H-tetrazol-5-yl)biphenyl-4-yl]methyl]benzimidazole-7-carboxylate). Isolated yield 56.8%. Reaction SMILES: [C:1]([C:3]1[CH:8]=[CH:7][CH:6]=[CH:5][C:4]=1[C:9]1[CH:14]=[CH:13][C:12]([CH2:15][N:16]2[C:20]3[C:21]([C:25]([O:27][CH3:28])=[O:26])=[CH:22][CH:23]=[CH:24][C:19]=3[N:18]=[C:17]2[O:29][CH2:30][CH3:31])=[CH:11][CH:10]=1)#[N:2].C[Sn]([N:36]=[N+:37]=[N-:38])(C)C>C1(C)C=CC=CC=1>[CH2:30]([O:29][C:17]1[N:16]([CH2:15][C:12]2[CH:11]=[CH:10][C:9]([C:4]3[CH:5]=[CH:6][CH:7]=[CH:8][C:3]=3[C:1]3[NH:38][N:37]=[N:36][N:2]=3)=[CH:14][CH:13]=2)[C:20]2[C:21]([C:25]([O:27][CH3:28])=[O:26])=[CH:22][CH:23]=[CH:24][C:19]=2[N:18]=1)[CH3:31]. Procedure details: A mixture of methyl 1-((2′-cyanobiphenyl-4-yl)methyl]-2-ethoxybenzimidazole-7-carboxylate (1.85 g) and trimethyltin azide (2.80 g) in toluene (15 ml) were heated under reflux for one day. The reaction mixture was concentrated to dryness. To the residue were added methanol (50 ml) and 1N-HCl (20 ml) and the mixture was stirred at room temperature for 30 minutes. The reaction mixture was adjusted to about pH 3-4 with 1N-NaOH. After removal of the solvent, the residual syrup was purified by column ...